From a dataset of the Open Reaction Database (ORD), a public repository of structured organic reaction records. describe an organic reaction: reactants, conditions, products, and yield Reactants: CCOC(=O)Cc1cc(C(=O)OC)ccc1NC(C)=O, CO, [Na+], [OH-]. The product is COC(=O)c1ccc(NC(C)=O)c(CC(=O)O)c1. As a reaction SMILES: [C:1]([CH3:2])(=[O:3])[NH:4][c:5]1[c:6]([CH2:15][C:16](=[O:17])[O:18][CH2:19][CH3:20])[cH:7][c:8]([C:11](=[O:12])[O:13][CH3:14])[cH:9][cH:10]1.[CH3:23][OH:24].[Na+:22].[OH-:21]>>[C:1]([CH3:2])(=[O:3])[NH:4][c:5]1[c:6]([CH2:15][C:16](=[O:17])[OH:18])[cH:7][c:8]([C:11](=[O:12])[O:13][CH3:14])[cH:9][cH:10]1. The reactants are CCC(C)(C)N, CCO, COc1nc2cc(Cl)c(Cl)c(C(CCCl)n3cccn3)c2nc1OC. The product is CCC(C)(C)NCCC(c1c(Cl)c(Cl)cc2nc(OC)c(OC)nc12)n1cccn1. RXN SMILES: [CH3:26][C:27]([CH2:28][CH3:29])([CH3:30])[NH2:31].[CH3:32][CH2:33][OH:34].[Cl:1][CH2:2][CH2:3][CH:4]([c:5]1[c:6]2[n:7][c:8]([O:19][CH3:20])[c:9]([O:17][CH3:18])[n:10][c:11]2[cH:12][c:13]([Cl:16])[c:14]1[Cl:15])[n:21]1[n:22][cH:23][cH:24][cH:25]1>>[CH2:2]([CH2:3][CH:4]([c:5]1[c:6]2[n:7][c:8]([O:19][CH3:20])[c:9]([O:17][CH3:18])[n:10][c:11]2[cH:12][c:13]([Cl:16])[c:14]1[Cl:15])[n:21]1[n:22][cH:23][cH:24][cH:25]1)[NH:31][C:27]([CH3:26])([CH2:28][CH3:29])[CH3:30].